This data is from the Open Reaction Database (ORD), a public repository of structured organic reaction records. The task is: describe an organic reaction: reactants, conditions, products, and yield As a reaction SMILES: [CH2:1]([N:3]([CH2:11][CH3:12])[C:4](=[O:10])[CH2:5][CH2:6][C:7]([OH:9])=O)[CH3:2].C1(N=C=NC2CCCCC2)CCCCC1.[C:28]([CH:30]1[CH2:32][NH:31]1)#[N:29]>O1CCCC1>[CH2:11]([N:3]([CH2:1][CH3:2])[C:4](=[O:10])[CH2:5][CH2:6][C:7]([N:31]1[CH2:32][CH:30]1[C:28]#[N:29])=[O:9])[CH3:12]. Procedure: 3.46 g. N,N-Diethylsuccinic acid monoamide and 4.3 g. dicyclohexylcarbodiimide are dissolved in 35 ml. tetrahydrofuran and 1.36 g. 2-cyanoaziridine is added to the resultant suspension. After subsequently stirring for 2 hours in an ice bath and leaving to stand overnight at ambient temperature, the dicyclohexylurea is separated off and the filtrate evaporated. There are thus obtained 2.9 g. 1-(N,N-diethylsuccinamoyl)-2-cyanoaziridine in the form of an oil. Run at time 2 hour. Product: C(C)N(C(CCC(=O)N1C(C1)C#N)=O)CC (1-(N,N-Diethylsuccinamoyl)-2-cyanoaziridine). Solvent: O1CCCC1 (tetrahydrofuran). The reactants are C(C)N(C(CCC(=O)O)=O)CC (N,N-Diethylsuccinic acid monoamide), C1(CCCCC1)N=C=NC1CCCCC1 (dicyclohexylcarbodiimide), C(#N)C1NC1 (2-cyanoaziridine), resultant suspension. Reactants: CCNCC, CC(C)N(C(=O)Cl)C(C)C. Product: CCN(CC)C(=O)N(C(C)C)C(C)C. RXN SMILES: [CH2:1]([CH3:2])[NH:3][CH2:4][CH3:5].[CH:6]([CH3:7])([CH3:8])[N:9]([C:10](=[O:11])[Cl:12])[CH:13]([CH3:14])[CH3:15]>>[CH2:1]([CH3:2])[N:3]([CH2:4][CH3:5])[C:10]([N:9]([CH:6]([CH3:7])[CH3:8])[CH:13]([CH3:14])[CH3:15])=[O:11]. Starting materials: CC=1N=CC(=NC1)N1C[C@@H]2CCNC[C@H]12 ((1R,6S)-8-(5-methylpyrazin-2-yl)-3,8-diazabicyclo[4.2.0]octane), N=1N(N=CC1)C1=C(C(=O)O)C=CC=C1 (2-[1,2,3]triazol-2-yl-benzoic acid), S1C(=CC=C1)C1=C(C(=O)O)C=CC=C1 (2-thiophen-2-yl-benzoic acid), CC1=NC(=NC(=C1)C)N1C[C@@H]2CCNC[C@H]12 ((1R,6S)8-(4,6-dimethyl-pyrimidin-2-yl)-3,8-diaza-bicyclo[4.2.0]octane), N=1N(N=CC1)C1=C(C(=O)O)C=CC=C1 (2-[1,2,3]triazol-2-yl-benzoic acid). Solvent: C(Cl)Cl (DCM). Product: CC=1N=CC(=NC1)N1C[C@@H]2CCN(C[C@H]12)C(=O)C1=C(C=CC=C1)N1N=CC=N1 ((1R,6S)-8-(5-Methylpyrazin-2-yl)-3-{[2-(2H-1,2,3-triazol-2-yl)phenyl]carbonyl}-3,8-diazabicyclo[4.2.0]octane). RXN SMILES: [CH3:1][C:2]1[N:3]=[CH:4][C:5]([N:8]2[C@@H:15]3[C@@H:10]([CH2:11][CH2:12][NH:13][CH2:14]3)[CH2:9]2)=[N:6][CH:7]=1.CC1C=C(C)N=C(N2[C@@H]3[C@@H](CCNC3)C2)N=1.[N:32]1[N:33]([C:37]2[CH:45]=[CH:44][CH:43]=[CH:42][C:38]=2[C:39](O)=[O:40])[N:34]=[CH:35][CH:36]=1.S1C=CC=C1C1C=CC=CC=1C(O)=O>C(Cl)Cl>[CH3:1][C:2]1[N:3]=[CH:4][C:5]([N:8]2[C@@H:15]3[C@@H:10]([CH2:11][CH2:12][N:13]([C:39]([C:38]4[CH:42]=[CH:43][CH:44]=[CH:45][C:37]=4[N:33]4[N:34]=[CH:35][CH:36]=[N:32]4)=[O:40])[CH2:14]3)[CH2:9]2)=[N:6][CH:7]=1. Procedure: The title compound was prepared in a manner analogous to Example 1, substituting (1R,6S)-8-(5-methylpyrazin-2-yl)-3,8-diazabicyclo[4.2.0]octane (Intermediate 29) for (1R,6S)8-(4,6-dimethyl-pyrimidin-2-yl)-3,8-diaza-bicyclo[4.2.0]octane and 2-[1,2,3]triazol-2-yl-benzoic acid (Intermediate 14) for 2-thiophen-2-yl-benzoic acid. DCM was used in place of DMF. MS (ESI) mass calcd. For C20H21N7O, 375.44; m/z found 376.0 [M+H]+. 1H NMR (CDCl3): 8.06-7.78 (m, 3H), 7.72-7.44 (m, 3H), 7.39-7.28 (m, 1H), 7.... Starting materials: CCCO, CCC[O-], CC1N=C2c3cnn(-c4ccccc4)c3N=C(Cl)N2C1c1ccccc1, [Cl-], [Na+], [Na]. Reaction SMILES: [CH2:34]([OH:35])[CH2:36][CH3:37].[CH3:28][CH2:29][CH2:30][O-:31].[CH3:2][CH:3]1[N:4]=[C:5]2[N:6]([C:7]([Cl:20])=[N:8][c:9]3[c:10]2[cH:11][n:12][n:13]3-[c:14]2[cH:15][cH:16][cH:17][cH:18][cH:19]2)[CH:21]1[c:22]1[cH:23][cH:24][cH:25][cH:26][cH:27]1.[Cl-:32].[Na+:33].[Na:1]>>[CH3:2][CH:3]1[N:4]=[C:5]2[N:6]([C:7]([O:31][CH2:30][CH2:29][CH3:28])=[N:8][c:9]3[c:10]2[cH:11][n:12][n:13]3-[c:14]2[cH:15][cH:16][cH:17][cH:18][cH:19]2)[CH:21]1[c:22]1[cH:23][cH:24][cH:25][cH:26][cH:27]1. Product: CCCOC1=Nc2c(cnn2-c2ccccc2)C2=NC(C)C(c3ccccc3)N12. Reactants: CC=1N=CC2=C(NC(NC2)=O)N1 (2-Methyl-7-oxo-5,6,7,8-tetrahydropyrimidino[4,5-d]pyrimidine), BrCC(=O)C1=CC=CC=C1 (2-bromo-1-phenyl-1-ethanone). Solvent: C(C)O (ethanol). Product: [Br-].CC=1[N+](=CC2=C(NC(NC2)=O)N1)CC(C1=CC=CC=C1)=O (2-Methyl-3-(2-oxo-2-phenylethyl)-7-oxo-5,6,7,8-tetrahydropyrimidino [4,5-d]pyrimidin-3-ium bromide). The yield is 21.8%. Reaction SMILES: [CH3:1][C:2]1[N:3]=[CH:4][C:5]2[CH2:10][NH:9][C:8](=[O:11])[NH:7][C:6]=2[N:12]=1.[Br:13][CH2:14][C:15]([C:17]1[CH:22]=[CH:21][CH:20]=[CH:19][CH:18]=1)=[O:16]>C(O)C>[Br-:13].[CH3:1][C:2]1[N+:3]([CH2:14][C:15](=[O:16])[C:17]2[CH:22]=[CH:21][CH:20]=[CH:19][CH:18]=2)=[CH:4][C:5]2[CH2:10][NH:9][C:8](=[O:11])[NH:7][C:6]=2[N:12]=1 |f:3.4|. Procedure details: 2-Methyl-7-oxo-5,6,7,8-tetrahydropyrimidino[4,5-d]pyrimidine (0.1 g, 0.6 mmole) and 2-bromo-1-phenyl-1-ethanone (0.12 g, 0.6 mmole) in ethanol (20 mL) were heated at reflux for 32 hr. After cooling, the precipitated hydrobromide (mp>310 C) of the starting heterocycle was filtered out, and the filtrate was diluted with ether to form a precipitate which was recrystalized from methanol-ether to yield 47.5 mg of the title compound, mp 249–250 C. Reactants: CC1=NC(=CC=C1O)[N+](=O)[O-] (2-methyl-6-nitro-pyridin-3-ol), C(C)(=O)OC(C)=O (acetic anhydride), C([O-])([O-])=O.[K+].[K+] (potassium carbonate). RXN SMILES: [CH3:1][C:2]1[C:7]([OH:8])=[CH:6][CH:5]=[C:4]([N+:9]([O-:11])=[O:10])[N:3]=1.[C:12](OC(=O)C)(=[O:14])[CH3:13].C(=O)([O-])[O-].[K+].[K+]>CC(C)=O>[CH3:1][C:2]1[C:7]([O:8][C:12](=[O:14])[CH3:13])=[CH:6][CH:5]=[C:4]([N+:9]([O-:11])=[O:10])[N:3]=1 |f:2.3.4|. Procedure details: A solution of 2-methyl-6-nitro-pyridin-3-ol (0.77 g, 5.00 mmol) in acetone (50.00 ml) was treated with acetic anhydride (1.00 g, 9.80 mmol) and potassium carbonate (2.07 g, 15.00 mmol). The mixture was stirred for 1 h at room temperature then filtered, washing with acetone. The solvent was removed, yielding acetic acid 2-methyl-6-nitro-pyridin-3-yl ester (0.75 g, 77%) as a white solid, MS (ISP): m/e=196.1 (M+), which was used crude. Run in CC(=O)C (acetone). Product: CC1=NC(=CC=C1OC(C)=O)[N+](=O)[O-] (acetic acid 2-methyl-6-nitro-pyridin-3-yl ester). Conditions: time 1 hour. The yield is 76.5%. Starting materials: CC(C)Oc1cccc(C(=O)O)c1, O=C(Cl)C(=O)Cl, ClCCl. The product is CC(C)Oc1cccc(C(=O)Cl)c1. RXN SMILES: [CH:1]([CH3:2])([CH3:3])[O:4][c:5]1[cH:6][c:7]([C:8](=[O:9])[OH:10])[cH:11][cH:12][cH:13]1.[Cl:14][C:15]([C:16]([Cl:17])=[O:18])=[O:19].[Cl:20][CH2:21][Cl:22]>>[CH:1]([CH3:2])([CH3:3])[O:4][c:5]1[cH:6][c:7]([C:8](=[O:9])[Cl:14])[cH:11][cH:12][cH:13]1. Starting materials: CC(=O)OC(C)=O, CC(C)O, Cl, NCc1ccc2oc([N+](=O)[O-])c(-c3ccccc3)c2c1. Yields the product CC(=O)NCc1ccc2oc([N+](=O)[O-])c(-c3ccccc3)c2c1. Reaction SMILES: [CH3:1][C:2](=[O:3])[O:4][C:5](=[O:6])[CH3:7].[CH:29]([OH:30])([CH3:31])[CH3:32].[ClH:8].[NH2:9][CH2:10][c:11]1[cH:12][cH:13][c:14]2[c:15]([c:16](-[c:22]3[cH:23][cH:24][cH:25][cH:26][cH:27]3)[c:17]([N+:19](=[O:20])[O-:21])[o:18]2)[cH:28]1>>[CH3:1][C:2](=[O:3])[NH:9][CH2:10][c:11]1[cH:12][cH:13][c:14]2[c:15]([c:16](-[c:22]3[cH:23][cH:24][cH:25][cH:26][cH:27]3)[c:17]([N+:19](=[O:20])[O-:21])[o:18]2)[cH:28]1.